Dataset: the Open Reaction Database (ORD), a public repository of structured organic reaction records. Task: describe an organic reaction: reactants, conditions, products, and yield Procedure details: In 50 ml of benzene were dissolved 1.5 g (0.015 mole) of furfurylamine and 4.0 g (0.051 mole) of pyridine, and thereto was added dropwise a solution of 3.0 g (0.012 mole) of 2-(4-chloro-3-methylphenoxy)-butyroyl chloride in 20 ml of benzene at room temperature with stirring, followed by stirring for further 5 hours. Subsequently, after the same procedure as in Synthesis Example 4 and 5 was followed, the resultant crude crystals were recrystallized from ethanol to give 1.0 g of N-furfuryl-2-(4-ch... The product is C(C1=CC=CO1)NC(C(CC)OC1=CC(=C(C=C1)Cl)C)=O (N-furfuryl-2-(4-chloro-3-methylphenoxy)-butyramide). The yield is 27.1%. Reactants: ClC1=C(C=C(OC(C(=O)Cl)CC)C=C1)C (2-(4-chloro-3-methylphenoxy)-butyroyl chloride), C(C1=CC=CO1)N (furfurylamine), N1=CC=CC=C1 (pyridine). RXN SMILES: [CH2:1]([NH2:7])[C:2]1[O:6][CH:5]=[CH:4][CH:3]=1.N1C=CC=CC=1.[Cl:14][C:15]1[CH:27]=[CH:26][C:18]([O:19][CH:20]([CH2:24][CH3:25])[C:21](Cl)=[O:22])=[CH:17][C:16]=1[CH3:28]>C1C=CC=CC=1>[CH2:1]([NH:7][C:21](=[O:22])[CH:20]([O:19][C:18]1[CH:26]=[CH:27][C:15]([Cl:14])=[C:16]([CH3:28])[CH:17]=1)[CH2:24][CH3:25])[C:2]1[O:6][CH:5]=[CH:4][CH:3]=1. Solvent: C1=CC=CC=C1 (benzene), C1=CC=CC=C1 (benzene). The reactants are NC1=CC=C2C(=N1)C(=CN2)C2CCN(CC2)C (5-amino-3-(1-methylpiperidin-4-yl)pyrrolo[3,2-b]pyridine), [N+](=O)([O-])C=1C=C(C(=O)Cl)C=CC1 (3-nitrobenzoyl chloride). Yields the product [N+](=O)([O-])C=1C=C(C(=O)NC2=CC=C3C(=N2)C(=CN3)C3CCN(CC3)C)C=CC1 (5-(N-[3-nitrobenzoyl]amino)-3-(1-methylpiperidin-4-yl)pyrrolo[3,2-b]pyridine). Reaction SMILES: [NH2:1][C:2]1[N:7]=[C:6]2[C:8]([CH:11]3[CH2:16][CH2:15][N:14]([CH3:17])[CH2:13][CH2:12]3)=[CH:9][NH:10][C:5]2=[CH:4][CH:3]=1.[N+:18]([C:21]1[CH:22]=[C:23]([CH:27]=[CH:28][CH:29]=1)[C:24](Cl)=[O:25])([O-:20])=[O:19]>>[N+:18]([C:21]1[CH:22]=[C:23]([CH:27]=[CH:28][CH:29]=1)[C:24]([NH:1][C:2]1[N:7]=[C:6]2[C:8]([CH:11]3[CH2:16][CH2:15][N:14]([CH3:17])[CH2:13][CH2:12]3)=[CH:9][NH:10][C:5]2=[CH:4][CH:3]=1)=[O:25])([O-:20])=[O:19]. Reported procedure: Beginning with 0.010 gm (0.044 mMol) 5-amino-3-(1-methylpiperidin-4-yl)pyrrolo[3,2-b]pyridine and 0.048 mMol 3-nitrobenzoyl chloride, the title compound was prepared essentially by the procedure described in Example 7. Reactants: C[Mg]Br (Methyl magnesium bromide), CC1NS(N(C2=C1C=CC=C2)CC=C)(=O)=O (3,4-Dihydro-4-methyl-1-(prop-2-en-1-yl)-1H-2,1,3-benzothiadiazine-2,2-dioxide), O (water). Solvent: O1CCCC1 (tetrahydrofuran). Reaction conditions: temperature -78 celsius, time 30 minute. Product: CC1(NS(N(C2=C1C=CC=C2)CC=C)(=O)=O)C (3,4-dihydro-4,4-dimethyl-1-(prop-2-en-1-yl)-1H-2,1,3-benzothiadiazine-2,2-dioxide). Reaction SMILES: [CH3:1][CH:2]1[C:7]2[CH:8]=[CH:9][CH:10]=[CH:11][C:6]=2[N:5]([CH2:12][CH:13]=[CH2:14])[S:4](=[O:16])(=[O:15])[NH:3]1.[CH3:17][Mg]Br.O>O1CCCC1>[CH3:1][C:2]1([CH3:17])[C:7]2[CH:8]=[CH:9][CH:10]=[CH:11][C:6]=2[N:5]([CH2:12][CH:13]=[CH2:14])[S:4](=[O:16])(=[O:15])[NH:3]1. Reported procedure: 2-Aminoacetophenone(5.6 g, 41.5 mmol)and sulfamide (4 g, 41.5 mm) were added to diglyme (70 ml, dried over 4A molecular sieves) and the solution heated under nitrogen at 150° C. After 1 hour a solid forms but heating was continued for 2 hours in total. After cooling, ether was added followed by 2N sodium hydroxide which dissolved the solid formed. The aqueous phase was collected, diluted with ethanol and (prop-2-en-1-yl) bromide (8 ml) added, stirring being continued overnight. After concentrati... As a reaction SMILES: C([O-])(=O)CCCCCCC.[Ni+2:11].C([O-])(=O)CCCCCCC.[F:22][Sb-:23]([F:28])([F:27])([F:26])([F:25])[F:24].[H+]>CCCCCC>[F:22][Sb-:23]([F:28])([F:27])([F:26])([F:25])[F:24].[F:22][Sb-:23]([F:28])([F:27])([F:26])([F:25])[F:24].[Ni+2:11] |f:0.1.2,3.4,6.7.8|. Solvent: CCCCCC (hexane). Yields the product F[Sb-](F)(F)(F)(F)F.F[Sb-](F)(F)(F)(F)F.[Ni+2] (nickel bis(hexafluoroantimonate)). The reactants are C(CCCCCCC)(=O)[O-].[Ni+2].C(CCCCCCC)(=O)[O-] (nickel octanoate), F[Sb-](F)(F)(F)(F)F.[H+] (hexafluoroantimonic acid). Procedure: A hexane solution of nickel octanoate was reacted with hexafluoroantimonic acid at −10° C. at a molar ratio of 1:1, and a precipitate of nickel bis(hexafluoroantimonate) [Ni(SbF6)2] formed as a by-product was removed by filtration. The resulting product was diluted with toluene. A reaction vessel was charged with 0.40 mmol (as a nickel atom) of the resulting hexafluoroantimonic acid-modified product of nickel octanoate, 1.2 mmol of boron trifluoride ethyl etherate, 8.0 mmol of methylalumoxane, 0... Reactants: ClCCl, CC(=O)CCC=C(C)CCC(C)=C(C)C, O=C(OO)c1cccc(Cl)c1. Yields the product CC(=O)CCC=C(C)CCC1(C)OC1(C)C. RXN SMILES: [CH2:27]([Cl:28])[Cl:29].[CH3:1][C:2](=[CH:3][CH2:4][CH2:5][C:6]([CH3:7])=[O:8])[CH2:9][CH2:10][C:11](=[C:12]([CH3:13])[CH3:14])[CH3:15].[Cl:16][c:17]1[cH:18][cH:19][cH:20][c:21]([C:22]([O:23][OH:25])=[O:24])[cH:26]1>>[CH3:1][C:2](=[CH:3][CH2:4][CH2:5][C:6]([CH3:7])=[O:8])[CH2:9][CH2:10][C:11]1([CH3:15])[C:12]([CH3:13])([CH3:14])[O:24]1. The reactants are COC(=O)CCC(C)=CCc1c(OS(=O)(=O)C(F)(F)F)c(C)c2c(c1OS(=O)(=O)c1ccc(C)cc1)C(=O)OC2, CCCC[Sn](CCCC)(CCCC)COCc1ccc(OC)cc1, CCOC(C)=O, CN1CCCC1=O, [Cl-], [F-], [K+], [Li+], O, c1ccc([As](c2ccccc2)c2ccccc2)cc1. Yields the product COC(=O)CCC(C)=CCc1c(COCc2ccc(OC)cc2)c(C)c2c(c1OS(=O)(=O)c1ccc(C)cc1)C(=O)OC2. As a reaction SMILES: [CH3:22][c:23]1[c:24]([O:54][S:55]([C:56]([F:57])([F:58])[F:59])(=[O:60])=[O:61])[c:25]([CH2:44][CH:45]=[C:46]([CH2:47][CH2:48][C:49](=[O:50])[O:51][CH3:52])[CH3:53])[c:26]([O:33][S:34](=[O:35])(=[O:36])[c:37]2[cH:38][cH:39][c:40]([CH3:43])[cH:41][cH:42]2)[c:27]2[c:31]1[CH2:30][O:29][C:28]2=[O:32].[CH3:62][O:63][c:64]1[cH:65][cH:66][c:67]([CH2:68][O:69][CH2:70][Sn:71]([CH2:72][CH2:73][CH2:74][CH3:75])([CH2:76][CH2:77][CH2:78][CH3:79])[CH2:80][CH2:81][CH2:82][CH3:83])[cH:84][cH:85]1.[CH3:88][CH2:89][O:90][C:91](=[O:92])[CH3:93].[CH3:95][N:96]1[CH2:97][CH2:98][CH2:99][C:100]1=[O:101].[Cl-:2].[F-:86].[K+:87].[Li+:1].[OH2:94].[cH:3]1[cH:4][cH:5][c:6]([As:7]([c:8]2[cH:9][cH:10][cH:11][cH:12][cH:13]2)[c:14]2[cH:15][cH:16][cH:17][cH:18][cH:19]2)[cH:20][cH:21]1>>[CH3:22][c:23]1[c:24]([CH2:70][O:69][CH2:68][c:67]2[cH:66][cH:65][c:64]([O:63][CH3:62])[cH:85][cH:84]2)[c:25]([CH2:44][CH:45]=[C:46]([CH2:47][CH2:48][C:49](=[O:50])[O:51][CH3:52])[CH3:53])[c:26]([O:33][S:34](=[O:35])(=[O:36])[c:37]2[cH:38][cH:39][c:40]([CH3:43])[cH:41][cH:42]2)[c:27]2[c:31]1[CH2:30][O:29][C:28]2=[O:32]. Reactants: C(C)(C)C=1C=C(C=O)C=C(C1O)C(C)C (3,5-diisopropyl-4-hydroxybenzaldehyde), NCCCO (3-aminopropanol), SCC(=O)O (α-mercaptoacetic acid). Run in C1=CC=CC=C1 (benzene). Yields the product C(C)(C)C=1C=C(C=C(C1O)C(C)C)C1SCC(N1CCCO)=O (2-(3,5-Diisopropyl-4-hydroxyphenyl)-3-(3-hydroxypropyl)-1,3-thiazolidin-4-one). The yield is 24.1%. RXN SMILES: [CH:1]([C:4]1[CH:5]=[C:6]([CH:9]=[C:10]([CH:13]([CH3:15])[CH3:14])[C:11]=1[OH:12])[CH:7]=O)([CH3:3])[CH3:2].[NH2:16][CH2:17][CH2:18][CH2:19][OH:20].[SH:21][CH2:22][C:23](O)=[O:24]>C1C=CC=CC=1>[CH:1]([C:4]1[CH:5]=[C:6]([CH:7]2[N:16]([CH2:17][CH2:18][CH2:19][OH:20])[C:23](=[O:24])[CH2:22][S:21]2)[CH:9]=[C:10]([CH:13]([CH3:15])[CH3:14])[C:11]=1[OH:12])([CH3:3])[CH3:2]. Reported procedure: In benzene (50 ml) were suspended 3,5-diisopropyl-4-hydroxybenzaldehyde (5.00 g) and 3-aminopropanol (1.82 g) in a nitrogen atmosphere. A Dean-Stark trap was fitted to the reactor, and the suspension was refluxed for 1.5 hours. After allowing the mixture to cool, α-mercaptoacetic acid (2.23 g) was added, then the mixture was further refluxed for 2 hours. After removal of benzene by evaporation, water (50 ml) was added to the residue, and the mixture was extracted with chloroform. The organic lay... Starting materials: C(CC(=O)OCC)(=O)OCC (diethyl malonate), C(C1=CC=CC=C1)=O (benzaldehyde), N1CCCCC1 (piperidine), O (water). Reagents/catalysts: C(C1=CC=CC=C1)(=O)O (benzoic acid). Run in C1=CC=CC=C1 (benzene). The product is C(C1=CC=CC=C1)=C(C(=O)OCC)C(=O)OCC (Diethyl Benzylidenemalonate). Yield: 87.7%. As a reaction SMILES: [C:1]([O:9][CH2:10][CH3:11])(=[O:8])[CH2:2][C:3]([O:5][CH2:6][CH3:7])=[O:4].[CH:12](=O)[C:13]1[CH:18]=[CH:17][CH:16]=[CH:15][CH:14]=1.N1CCCCC1.O>C1C=CC=CC=1.C(O)(=O)C1C=CC=CC=1>[CH:12](=[C:2]([C:3]([O:5][CH2:6][CH3:7])=[O:4])[C:1]([O:9][CH2:10][CH3:11])=[O:8])[C:13]1[CH:18]=[CH:17][CH:16]=[CH:15][CH:14]=1. Procedure details: A mixture containing 3.0 mL (19.8 mmoles) of diethyl malonate, 2.0 mL (19.6 mmoles) of benzaldehyde, 0.10 mL of piperidine, and 65 mg of benzoic acid in 35 mL of benzene was heated at reflux for 6 hours with continuous azeotropic removal of water by means of a Dean-Stark trap. Isolation of the product in the manner described in the procedure of Example I, followed by fractional distillation, afforded 4.27 g (88% yield) of diester 8: bp 105°-140° C. (bath temperature, 0.10 mm). Subsequent treatme...